From a dataset of the Open Reaction Database (ORD), a public repository of structured organic reaction records. describe an organic reaction: reactants, conditions, products, and yield The reactants are O=C(Cl)OCc1ccccc1, ClCCl, CCN(C(C)C)C(C)C, O=C(O)C(Cc1ccccc1)NC(=O)N(CCS)CCc1ccccc1. The product is O=C(OCc1ccccc1)SCCN(CCc1ccccc1)C(=O)NC(Cc1ccccc1)C(=O)O. As a reaction SMILES: [CH2:36]([c:37]1[cH:38][cH:39][cH:40][cH:41][cH:42]1)[O:43][C:44](=[O:45])[Cl:46].[CH2:47]([Cl:48])[Cl:49].[CH:27]([N:28]([CH2:29][CH3:30])[CH:31]([CH3:32])[CH3:33])([CH3:34])[CH3:35].[SH:1][CH2:2][CH2:3][N:4]([C:5]([NH:6][CH:7]([C:8](=[O:9])[OH:10])[CH2:11][c:12]1[cH:13][cH:14][cH:15][cH:16][cH:17]1)=[O:18])[CH2:19][CH2:20][c:21]1[cH:22][cH:23][cH:24][cH:25][cH:26]1>>[S:1]([CH2:2][CH2:3][N:4]([C:5]([NH:6][CH:7]([C:8](=[O:9])[OH:10])[CH2:11][c:12]1[cH:13][cH:14][cH:15][cH:16][cH:17]1)=[O:18])[CH2:19][CH2:20][c:21]1[cH:22][cH:23][cH:24][cH:25][cH:26]1)[C:44]([O:43][CH2:36][c:37]1[cH:38][cH:39][cH:40][cH:41][cH:42]1)=[O:45]. Yields the product C=CCC(CC(=O)NC(Cc1ccc(OC(C)(C)C)cc1)C(=O)N(Cc1ccccc1)CC(OCC)OCC)NC(=O)NCc1ccccc1. As a reaction SMILES: [CH2:33]([c:34]1[cH:35][cH:36][cH:37][cH:38][cH:39]1)[NH:40][C:41]([NH:42][CH:43]([CH2:44][C:45](=[O:46])[OH:47])[CH2:48][CH:49]=[CH2:50])=[O:51].[CH3:74][CH2:75][O:76][C:77]([CH3:78])=[O:79].[CH:62]([N:63]([CH2:64][CH3:65])[CH:66]([CH3:67])[CH3:68])([CH3:69])[CH3:70].[Cl:71][CH2:72][Cl:73].[NH2:1][CH:2]([C:3](=[O:4])[N:5]([CH2:6][CH:7]([O:8][CH2:9][CH3:10])[O:11][CH2:12][CH3:13])[CH2:14][c:15]1[cH:16][cH:17][cH:18][cH:19][cH:20]1)[CH2:21][c:22]1[cH:23][cH:24][c:25]([O:28][C:29]([CH3:30])([CH3:31])[CH3:32])[cH:26][cH:27]1.[OH:52][n:53]1[c:54]2[c:55]([cH:56][cH:57][cH:58][cH:59]2)[n:60][n:61]1>>[NH:1]([CH:2]([C:3](=[O:4])[N:5]([CH2:6][CH:7]([O:8][CH2:9][CH3:10])[O:11][CH2:12][CH3:13])[CH2:14][c:15]1[cH:16][cH:17][cH:18][cH:19][cH:20]1)[CH2:21][c:22]1[cH:23][cH:24][c:25]([O:28][C:29]([CH3:30])([CH3:31])[CH3:32])[cH:26][cH:27]1)[C:45]([CH2:44][CH:43]([NH:42][C:41]([NH:40][CH2:33][c:34]1[cH:35][cH:36][cH:37][cH:38][cH:39]1)=[O:51])[CH2:48][CH:49]=[CH2:50])=[O:46]. Starting materials: C=CCC(CC(=O)O)NC(=O)NCc1ccccc1, CCOC(C)=O, CCN(C(C)C)C(C)C, ClCCl, CCOC(CN(Cc1ccccc1)C(=O)C(N)Cc1ccc(OC(C)(C)C)cc1)OCC, On1nnc2ccccc21. The reactants are ClCCl, O=C(c1ccccc1)C1CC1, c1c[nH]cn1. The product is C1=C(c2ccccc2)c2nccn2CC1. RXN SMILES: [CH2:17]([Cl:18])[Cl:19].[c:1]1([C:7](=[O:8])[CH:9]2[CH2:10][CH2:11]2)[cH:2][cH:3][cH:4][cH:5][cH:6]1.[nH:12]1[cH:13][n:14][cH:15][cH:16]1>>[c:1]1([C:7]2=[CH:9][CH2:11][CH2:10][n:12]3[c:13]2[n:14][cH:15][cH:16]3)[cH:2][cH:3][cH:4][cH:5][cH:6]1. The reactants are BrC=1C(=C(C=CC1)N)C (3-Bromo-2-methyl-phenylamine), NO.OS(=O)(=O)O (NH2OH H2SO4), Cl (HCl), ClC(C(O)O)(Cl)Cl (chloral hydrate), [O-]S(=O)(=O)[O-].[Na+].[Na+] (Na2SO4). Run in O (H2O), O (H2O). Reaction conditions: temperature 75 celsius, time 1 hour. The product is BrC=1C(=C(C=CC1)NC(C=NO)=O)C (N-(3-Bromo-2-methyl-phenyl)-2-hydroxyimino-acetamide). Reaction SMILES: [Br:1][C:2]1[C:3]([CH3:9])=[C:4]([NH2:8])[CH:5]=[CH:6][CH:7]=1.[NH2:10][OH:11].OS(O)(=O)=O.Cl.Cl[C:19](Cl)(Cl)[CH:20]([OH:22])O.[O-]S([O-])(=O)=O.[Na+].[Na+]>O>[Br:1][C:2]1[C:3]([CH3:9])=[C:4]([NH:8][C:20](=[O:22])[CH:19]=[N:10][OH:11])[CH:5]=[CH:6][CH:7]=1 |f:1.2,5.6.7|. Procedure: A mixture of 3-Bromo-2-methyl-phenylamine (15.6 g, 0.084 mol), NH2OH H2SO4 (71.25 g, 0.5 mol), conc. HCl (8.8 mL) in H2O (90 mL) is slowly added to a solution of chloral hydrate (15.2 g, 0.09 mol), Na2SO4 (71.25 g, 0.44 mol) in H2O (255 mL) then stirred at 35° C. for 1 h, 52° C. for 1.5 h, 75° C. for 1 h. After the reaction, the mixture is filtered and the solid is dried under vacuum to give product.